describe an organic reaction: reactants, conditions, products, and yield From a dataset of the Open Reaction Database (ORD), a public repository of structured organic reaction records. Starting materials: C(C1=CC=CC=C1)=O (benzaldehyde), NC=1C=C2[C@@H]3[C@H](CN4C2=C(C1)CC4)CN(C3)C(=O)OC(C)(C)C ((±)-cis tert-butyl 2-amino-4,5,7a,8,10,10a-hexahydrodipyrrolo[3,4-c:3′,2′,1′-ij]quinoline-9(7H)-carboxylate), (±)-cis-N-benzyl-4,5,7,7a,8,9,10,10a-octahydrodipyrrolo[3,4-c:3′,2′,1′-ij]quinolin-2-amine, bis-trifluoroacetic acid salt. Product: C(C1=CC=CC=C1)NC=1C=C2[C@@H]3[C@H](CN4C2=C(C1)CC4)CNC3 ((±)-cis-N-benzyl-4,5,7,7a,8,9,10,10a-octahydrodipyrrolo[3,4-c:3′,2′,1′-ij]quinolin-2-amine). As a reaction SMILES: [CH:1](=O)[C:2]1[CH:7]=[CH:6][CH:5]=[CH:4][CH:3]=1.[NH2:9][C:10]1[CH:11]=[C:12]2[C:17]3=[C:18]([CH2:20][CH2:21][N:16]3[CH2:15][C@@H:14]3[CH2:22][N:23](C(OC(C)(C)C)=O)[CH2:24][C@H:13]23)[CH:19]=1>>[CH2:1]([NH:9][C:10]1[CH:11]=[C:12]2[C:17]3=[C:18]([CH2:20][CH2:21][N:16]3[CH2:15][C@@H:14]3[CH2:22][NH:23][CH2:24][C@H:13]23)[CH:19]=1)[C:2]1[CH:7]=[CH:6][CH:5]=[CH:4][CH:3]=1. Reported procedure: Using benzaldehyde and following the procedures described in EXAMPLE 76, (±)-cis tert-butyl 2-amino-4,5,7a,8,10,10a-hexahydrodipyrrolo[3,4-c:3′,2′,1′-ij]quinoline-9(7H)-carboxylate was converted into (±)-cis-N-benzyl-4,5,7,7a,8,9,10,10a-octahydrodipyrrolo[3,4-c:3′,2′,1′-ij]quinolin-2-amine, bis-trifluoroacetic acid salt, after HPLC purification (C18 reverse phase column, elution with a H2O/CH3CN gradient with 0.5% TFA). This material was free-based with aq ammonium hydroxide, extracted with chlo... Reactants: ClC1=C(C=CC(=C1)C(F)(F)F)C#CC(=O)OCC (ethyl (2-chloro-4-trifluoromethylphenyl)propynoate), [OH-].[Na+] (sodium hydroxide). Solvent: C(C)O (ethanol). Conditions: time 3 hour. The product is ClC1=C(C=CC(=C1)C(F)(F)F)C#CC(=O)O ((2-chloro-4-trifluoromethylphenyl)propynoic acid). RXN SMILES: [Cl:1][C:2]1[CH:7]=[C:6]([C:8]([F:11])([F:10])[F:9])[CH:5]=[CH:4][C:3]=1[C:12]#[C:13][C:14]([O:16]CC)=[O:15].[OH-].[Na+]>C(O)C>[Cl:1][C:2]1[CH:7]=[C:6]([C:8]([F:11])([F:10])[F:9])[CH:5]=[CH:4][C:3]=1[C:12]#[C:13][C:14]([OH:16])=[O:15] |f:1.2|. Procedure: 0.65 g (1.175 mmol) of ethyl (2-chloro-4-trifluoromethylphenyl)propynoate is dissolved in 20 mL of ethanol, combined with 2 mL of 2M sodium hydroxide solution, and stirred for 3 hours at ambient temperature. The reaction mixture is evaporated down, the residue is taken up in water, and extracted with ethyl acetate. The aqueous phase is combined with 2 mL of 1M hydrochloric acid and stirred for 1 hour at ambient temperature. Then it is extracted three times with ethyl acetate. The combined organi... The reactants are C(C)(=O)NC1=CC=C(C=C1)O (4-acetamido phenol), C(C=C)Br (allyl bromide), C([O-])([O-])=O.[K+].[K+] (potassium carbonate). Solvent: CC(CC)=O (butan-2-one). Yields the product C(C)(=O)NC1=CC=C(C=C1)OCC=C (4-acetamido-1-allyloxy benzene). As a reaction SMILES: [C:1]([NH:4][C:5]1[CH:10]=[CH:9][C:8]([OH:11])=[CH:7][CH:6]=1)(=[O:3])[CH3:2].[CH2:12](Br)[CH:13]=[CH2:14].C(=O)([O-])[O-].[K+].[K+]>CC(=O)CC>[C:1]([NH:4][C:5]1[CH:10]=[CH:9][C:8]([O:11][CH2:14][CH:13]=[CH2:12])=[CH:7][CH:6]=1)(=[O:3])[CH3:2] |f:2.3.4|. Procedure details: Commercially available 4-acetamido phenol (1 molar equivalent), allyl bromide (1 molar equivalent) and potassium carbonate (1 molar equivalent) in butan-2-one were heated at reflux for 18 hours with stirring. The mixture was cooled, filtered and the solid residue washed with ether. The combined filtrates were evaporated and the solid residue was further purified by crystallisation from ethyl acetate-hexane to give 4-acetamido-1-allyloxy benzene as a colourless solid, m.p. 85°-86° C. The reactants are C(C(O)C)(=O)OCC (ethyl lactate), C(O)CN (ethanolamine). Run in C(C)O (ethanol). Run at temperature 60 celsius, time 16 hour. Yields the product OCCNC(C(O)C)=O (N-(2-hydroxyethyl)-lactic acid amide), ( nD20 ). As a reaction SMILES: [C:1]([O:6]CC)(=O)[CH:2]([CH3:4])[OH:3].[CH2:9]([CH2:11][NH2:12])[OH:10]>C(O)C>[OH:10][CH2:9][CH2:11][NH:12][C:1](=[O:6])[CH:2]([CH3:4])[OH:3]. Procedure details: A mixture of 70.8 gm (0.6 mole) of ethyl lactate and 36.6 gm (0.6 mole) of ethanolamine were stirred together at 60° C. for 16 hours, and the ethanol formed was subsequently distilled off under reduced pressure. 71 gm (89% of theory) of light yellow, viscous N-(2-hydroxyethyl)-lactic acid amide of refractive index (nD20) 1.4850 were obtained. Reactants: NC1=C2NC(C(NC2=CC(=C1)C(F)(F)F)=O)=O (5-amino-7-trifluoromethyl-2,3(1H,4H)-quinoxalinedione), COC1OC(CC1)OC (2,5-dimethoxytetrahydrofuran). Yields the product N1(C=CC=C1)C1=C2NC(C(NC2=CC(=C1)C(F)(F)F)=O)=O (5-(1-Pyrrolyl)-7-trifluoromethyl-2,3(1H,4H)-quinoxalinedione). Reaction SMILES: [NH2:1][C:2]1[CH:11]=[C:10]([C:12]([F:15])([F:14])[F:13])[CH:9]=[C:8]2[C:3]=1[NH:4][C:5](=[O:17])[C:6](=[O:16])[NH:7]2.CO[CH:20]1[CH2:24][CH2:23][CH:22](OC)O1>>[N:1]1([C:2]2[CH:11]=[C:10]([C:12]([F:15])([F:14])[F:13])[CH:9]=[C:8]3[C:3]=2[NH:4][C:5](=[O:17])[C:6](=[O:16])[NH:7]3)[CH:20]=[CH:24][CH:23]=[CH:22]1. Procedure: 12.2mmol of 5-amino-7-trifluoromethyl-2,3(1H,4H)-quinoxalinedione were reacted with 12.2 mmol of 2,5-dimethoxytetrahydrofuran by the method of Example 5d.